From a dataset of the Open Reaction Database (ORD), a public repository of structured organic reaction records. describe an organic reaction: reactants, conditions, products, and yield As a reaction SMILES: [CH3:1][N:2]=[C:3]=[O:4].[OH:5][CH2:6][CH:7]1[CH2:12][CH2:11][C@H:10]2[C@H:13]3[C@H:23]([CH2:24][CH2:25][C@:8]12[CH3:9])[C@:21]1([CH3:22])[C@H:16]([N:17]([CH3:27])[C:18](=[O:26])[CH2:19][CH2:20]1)[CH2:15][CH2:14]3.C(N=C=O)C1C=CC=CC=1>>[CH3:1][NH:2][C:3]([O:5][CH2:6][CH:7]1[CH2:12][CH2:11][C@H:10]2[C@H:13]3[C@H:23]([CH2:24][CH2:25][C@:8]12[CH3:9])[C@:21]1([CH3:22])[C@H:16]([N:17]([CH3:27])[C:18](=[O:26])[CH2:19][CH2:20]1)[CH2:15][CH2:14]3)=[O:4]. The reactants are CN=C=O (methyl isocyanate), steroid alcohol, OCC1[C@]2(C)[C@@H](CC1)[C@@H]1CC[C@H]3N(C(CC[C@]3(C)[C@H]1CC2)=O)C (17-(hydroxymethyl)-4-methyl-5α-4-azaandrostan-3-one), C(C1=CC=CC=C1)N=C=O (benzyl isocyanate). Reported procedure: Employing substantially the same procedure as described in Example 10, but substituting methyl isocyanate and 17-(hydroxymethyl)-4-methyl-5α-4-azaandrostan-3-one for the benzyl isocyanate and steroid alcohol, respectively, used therein, the title compound was obtained. MS M+ 2 calculated for C22H36N2O3, mw=376.54; observed m/e 378. The product is CNC(=O)OCC1[C@]2(C)[C@@H](CC1)[C@@H]1CC[C@H]3N(C(CC[C@]3(C)[C@H]1CC2)=O)C (17-(methylaminocarbonyloxymethyl)-4-methyl-5α-4-azaandrostan-3-one). Starting materials: ClC=1C=C(OC(C(=O)O)C)C=CC1 (2-(3-chlorophenoxy)propionic acid), C(C)(C)OC(C)C (diisopropyl ether), [N+](=O)(O)[O-].O([N+](=O)[O-])CCN (2-nitroxyethylamine nitrate). Product: O([N+](=O)[O-])CCNC(C(C)OC1=CC(=CC=C1)Cl)=O (N-(2-Nitroxyethyl)-2-(3-chlorophenoxy)propanamide). Isolated yield 56.8%. Reaction SMILES: [Cl:1][C:2]1[CH:3]=[C:4]([CH:11]=[CH:12][CH:13]=1)[O:5][CH:6]([CH3:10])[C:7]([OH:9])=O.[N+]([O-])(O)=O.[O:18]([CH2:22][CH2:23][NH2:24])[N+:19]([O-:21])=[O:20].C(OC(C)C)(C)C>>[O:18]([CH2:22][CH2:23][NH:24][C:7](=[O:9])[CH:6]([O:5][C:4]1[CH:11]=[CH:12][CH:13]=[C:2]([Cl:1])[CH:3]=1)[CH3:10])[N+:19]([O-:21])=[O:20] |f:1.2|. Procedure details: Following a similar treatment to that in Example 2 and using 0.71 g of 2-(3-chlorophenoxy)propionic acid and 0.6 g of 2-nitroxyethylamine nitrate, 0.58 g of the title compound was obtained as colorless acicular prisms (solvent for recrystallization; diisopropyl ether). Reactants: C(C1=CC=CC=C1)OCC[C@@H]1NC(N(C1)C=1C=NC(=CC1)C(F)(F)F)=O ((4S)-4-[2-(benzyloxy)ethyl]-1-[6-(trifluoromethyl)pyridin-3-yl]imidazolidin-2-one). Reagents/catalysts: [OH-].[Pd+2].[OH-] (Palladium hydroxide). Solvent: CO (methanol). Conditions: time 3 hour. The product is OCC[C@@H]1NC(N(C1)C=1C=NC(=CC1)C(F)(F)F)=O ((4S)-4-(2-hydroxyethyl)-1-[6-(trifluoromethyl)pyridin-3-yl]imidazolidin-2-one). The yield is 27.9%. Reaction SMILES: C([O:8][CH2:9][CH2:10][C@H:11]1[CH2:15][N:14]([C:16]2[CH:17]=[N:18][C:19]([C:22]([F:25])([F:24])[F:23])=[CH:20][CH:21]=2)[C:13](=[O:26])[NH:12]1)C1C=CC=CC=1>CO.[OH-].[Pd+2].[OH-]>[OH:8][CH2:9][CH2:10][C@H:11]1[CH2:15][N:14]([C:16]2[CH:17]=[N:18][C:19]([C:22]([F:25])([F:24])[F:23])=[CH:20][CH:21]=2)[C:13](=[O:26])[NH:12]1 |f:2.3.4|. Reported procedure: Palladium hydroxide (120 mg) was added to a solution of (4S)-4-[2-(benzyloxy)ethyl]-1-[6-(trifluoromethyl)pyridin-3-yl]imidazolidin-2-one (1.12 g) in methanol (25 mL), the system was purged with hydrogen gas, and the mixture was stirred at room temperature for 3 hr. After filtration of the reaction mixture, the filtrate was concentrated under reduced pressure, and the resulting solid was washed with ethyl acetate to afford (4S)-4-(2-hydroxyethyl)-1-[6-(trifluoromethyl)pyridin-3-yl]imidazolidin-2... The reactants are ClC1=NC(=C2N=C(N(C2=N1)C)CN1CC(C1)N1CCS(CC1)(=O)=O)N1CCOCC1 (2-chloro-8-[3-(1,1-dioxo-1-thiomorpholin-4-yl)azetidin-1-ylmethyl]-9-methyl-6-morpholin-4-yl-9H-purine), C(C)(C)C1=NC2=C(N1)C=CC=C2 (2-isopropyl-1H-benzoimidazole), CC(C)C1=CC(=C(C(=C1)C(C)C)C2=C(C=CC=C2)P(C3CCCCC3)C4CCCCC4)C(C)C (Xphos), C(=O)([O-])[O-].[Cs+].[Cs+] (Cs2CO3). Reagents/catalysts: C=1C=CC(=CC1)/C=C/C(=O)/C=C/C2=CC=CC=C2.C=1C=CC(=CC1)/C=C/C(=O)/C=C/C2=CC=CC=C2.C=1C=CC(=CC1)/C=C/C(=O)/C=C/C2=CC=CC=C2.[Pd].[Pd] (Pd2(dba)3). The solvent is O1CCOCC1 (dioxane). The product is C(C)(C)C1=NC2=C(N1C1=NC(=C3N=C(N(C3=N1)C)CN1CC(C1)N1CCS(CC1)(=O)=O)N1CCOCC1)C=CC=C2 (4-(2-(2-isopropyl-1H-benzo[d]imidazol-1-yl)-9-methyl-8-((3-(1,1-dioxo-thiomorpholino)azetidin-1-yl)methyl)-9H-purin-6-yl)morpholine). The yield is 47.9%. RXN SMILES: Cl[C:2]1[N:10]=[C:9]2[C:5]([N:6]=[C:7]([CH2:12][N:13]3[CH2:16][CH:15]([N:17]4[CH2:22][CH2:21][S:20](=[O:24])(=[O:23])[CH2:19][CH2:18]4)[CH2:14]3)[N:8]2[CH3:11])=[C:4]([N:25]2[CH2:30][CH2:29][O:28][CH2:27][CH2:26]2)[N:3]=1.[CH:31]([C:34]1[NH:38][C:37]2[CH:39]=[CH:40][CH:41]=[CH:42][C:36]=2[N:35]=1)([CH3:33])[CH3:32].CC(C1C=C(C(C)C)C(C2C=CC=CC=2P(C2CCCCC2)C2CCCCC2)=C(C(C)C)C=1)C.C([O-])([O-])=O.[Cs+].[Cs+]>O1CCOCC1.C1C=CC(/C=C/C(/C=C/C2C=CC=CC=2)=O)=CC=1.C1C=CC(/C=C/C(/C=C/C2C=CC=CC=2)=O)=CC=1.C1C=CC(/C=C/C(/C=C/C2C=CC=CC=2)=O)=CC=1.[Pd].[Pd]>[CH:31]([C:34]1[N:35]([C:2]2[N:10]=[C:9]3[C:5]([N:6]=[C:7]([CH2:12][N:13]4[CH2:14][CH:15]([N:17]5[CH2:18][CH2:19][S:20](=[O:23])(=[O:24])[CH2:21][CH2:22]5)[CH2:16]4)[N:8]3[CH3:11])=[C:4]([N:25]3[CH2:26][CH2:27][O:28][CH2:29][CH2:30]3)[N:3]=2)[C:36]2[CH:42]=[CH:41][CH:40]=[CH:39][C:37]=2[N:38]=1)([CH3:33])[CH3:32] |f:3.4.5,7.8.9.10.11|. Reported procedure: A mixture of 2-chloro-8-[3-(1,1-dioxo-1-thiomorpholin-4-yl)azetidin-1-ylmethyl]-9-methyl-6-morpholin-4-yl-9H-purine (0.162 g, 0.36 mmol), 2-isopropyl-1H-benzoimidazole (0.068 g, 0.43 mmol), Xphos (0.034 g, 0.071 mmol), Pd2(dba)3 (0.017 g, 0.018 mmol) and Cs2CO3 (0.231 g, 0.71 mmol) in dioxane (2 mL) was subjected to microwave irradiation at 145° C. for 45 min. The suspension was filtered through Celite and the filtrate was concentrated in vacuo. The residue was purified by flash chromatography (... Starting materials: CNN (methyl hydrazine), TEA, ClC1=NC(=C(C(=N1)Cl)C=O)Cl (2,4,6-trichloro-pyrimidine-5-carbaldehyde). The solvent is CCO (EtOH). Reaction conditions: time 30 minute. Product: ClC1=C2C(=NC(=N1)Cl)N(N=C2)C (4,6-Dichloro-1-methyl-1H-pyrazolo[3,4-d]pyrimidine). Reaction SMILES: [Cl:1][C:2]1[N:7]=[C:6](Cl)[C:5]([CH:9]=O)=[C:4]([Cl:11])[N:3]=1.[CH3:12][NH:13][NH2:14]>CCO>[Cl:11][C:4]1[N:3]=[C:2]([Cl:1])[N:7]=[C:6]2[N:13]([CH3:12])[N:14]=[CH:9][C:5]=12. Procedure details: To a solution of 2,4,6-trichloro-pyrimidine-5-carbaldehyde (3.7 g, 17.5 mmol) in EtOH (50 mL) cooled to −78° C. was added methyl hydrazine (0.93 mL, 17.5 mmol) and TEA (8 mL). The mixture was stirred for 30 minutes at −78 C then 2 hr at 0 C. The solution was concentrated in vacuo without heating. To the reduced volume solution was added EtOAc and the solution washed with a sat NaHCO3 solution and concentrated in vacuo without heating. Filtration over a small silica gel plug (2:1 EtOAc:Hex) and c... Reactants: C(CCC)N1C=C(C2=CC=C(C=C12)Cl)C(C(F)(F)F)=O (1-(1-butyl-6-chloro-1H-indol-3-yl)-2,2,2-trifluoro-ethanone), [OH-].[Na+] (sodium hydroxide). Solvent: O (water). Reaction conditions: temperature 25 celsius. Product: C(CCC)N1C=C(C2=CC=C(C=C12)Cl)C(=O)O (1-butyl-6-chloro-1H-indole-3-carboxylic acid). The yield is 69.6%. As a reaction SMILES: [CH2:1]([N:5]1[C:13]2[C:8](=[CH:9][CH:10]=[C:11]([Cl:14])[CH:12]=2)[C:7]([C:15](=[O:20])C(F)(F)F)=[CH:6]1)[CH2:2][CH2:3][CH3:4].[OH-:21].[Na+]>O>[CH2:1]([N:5]1[C:13]2[C:8](=[CH:9][CH:10]=[C:11]([Cl:14])[CH:12]=2)[C:7]([C:15]([OH:20])=[O:21])=[CH:6]1)[CH2:2][CH2:3][CH3:4] |f:1.2|. Procedure details: A mixture of 1-(1-butyl-6-chloro-1H-indol-3-yl)-2,2,2-trifluoro-ethanone (283.7 mg, 0.81 mmol) in a 20% aqueous sodium hydroxide solution (2.7 mL) was heated under reflux for 17 h. At this time, the reaction was cooled to 25° C. and was diluted with water (75 mL). This mixture was extracted with diethyl ether (1×50 mL). The aqueous layer was acidified to pH=1 with concentrated hydrochloric acid and then extracted with ethyl acetate (1×75 mL). The combined organic layers were washed with water (1...